Dataset: the Open Reaction Database (ORD), a public repository of structured organic reaction records. Task: describe an organic reaction: reactants, conditions, products, and yield Reaction SMILES: [O:1]1[C:6]2[CH:7]=[CH:8][CH:9]=[CH:10][C:5]=2[O:4][CH2:3][C@@H:2]1[CH2:11][N:12]1[CH2:17][CH2:16][CH2:15][C@@:14]([CH2:19][OH:20])([CH3:18])[CH2:13]1.[OH-].[Na+].[C:23]([O:27][C:28](=[O:31])[CH2:29]Br)([CH3:26])([CH3:25])[CH3:24]>C1(C)C=CC=CC=1.[Br-].C([N+](CCCC)(CCCC)CCCC)CCC>[C:23]([O:27][C:28](=[O:31])[CH2:29][O:20][CH2:19][C@@:14]1([CH3:18])[CH2:15][CH2:16][CH2:17][N:12]([CH2:11][C@@H:2]2[O:1][C:6]3[CH:7]=[CH:8][CH:9]=[CH:10][C:5]=3[O:4][CH2:3]2)[CH2:13]1)([CH3:26])([CH3:25])[CH3:24] |f:1.2,5.6|. Conditions: time 15 minute. The product is C(C)(C)(C)OC(COC[C@@]1(CN(CCC1)C[C@H]1COC2=C(O1)C=CC=C2)C)=O ({(S)-1-[(S)-1-(2,3-Dihydrobenzo[1,4]dioxin-2-yl)methyl]-3-methylpiperidin-3-ylmethoxy}acetic acid tert-butyl ester). Reagents/catalysts: [Br-].C(CCC)[N+](CCCC)(CCCC)CCCC (tetrabutylammonium bromide). Isolated yield 68.1%. Reactants: O1[C@H](COC2=C1C=CC=C2)CN2C[C@@](CCC2)(C)CO ({(S)-1-[(S)-1-(2,3-dihydrobenzo[1,4]dioxin-2-yl)methyl]-3-methylpiperidin-3-yl}methanol), [OH-].[Na+] (NaOH), C(C)(C)(C)OC(CBr)=O (bromoacetic acid tert-butyl ester). Procedure: To a stirred solution of {(S)-1-[(S)-1-(2,3-dihydrobenzo[1,4]dioxin-2-yl)methyl]-3-methylpiperidin-3-yl}methanol (0.516 g, 1.8 mmol) in toluene (4 ml) was added tetrabutylammonium bromide (0.12 g) and 50% NaOH (4 ml). The mixture was stirred at RT for 15 min and bromoacetic acid tert-butyl ester (0.53 g) was added. After vigorous stirring at RT overnight, the reaction was quenched by addition of brine (15 ml) and the aqueous phase extracted twice with toluene. The combined organic phases were ex... Solvent: C1(=CC=CC=C1)C (toluene).